This data is from the Open Reaction Database (ORD), a public repository of structured organic reaction records. The task is: describe an organic reaction: reactants, conditions, products, and yield Reactants: C(C=C)OC1=CC=C(C(=O)OC)C=C1 (methyl 4-(2-propen-1-yl)oxybenzoate), CN(C1=CC=CC=C1)C (N,N-dimethylaniline), Cl (hydrochloric acid). Conditions: temperature 210 celsius. The product is OC1=C(C=C(C(=O)OC)C=C1)CC=C (methyl 4-hydroxy-3-(2-propen-1-yl)benzoate). Yield: 64.0%. RXN SMILES: C([O:4][C:5]1[CH:14]=[CH:13][C:8]([C:9]([O:11][CH3:12])=[O:10])=[CH:7][CH:6]=1)C=C.Cl.CN(C)[C:18]1[CH:23]=CC=C[CH:19]=1>>[OH:4][C:5]1[CH:6]=[CH:7][C:8]([C:9]([O:11][CH3:12])=[O:10])=[CH:13][C:14]=1[CH2:23][CH:18]=[CH2:19]. Reported procedure: A mixed solution of methyl 4-(2-propen-1-yl)oxybenzoate (19.17 g, 0.10 mol) and N,N-dimethylaniline (40 mL) was heated to reflux at 210° C. for 18 hours. The reaction solution was added with dilute hydrochloric acid (1 mol/L) and extracted with ethyl acetate. Subsequently, the organic layer was washed with brine, dried using anhydrous sodium sulfate, and concentrated in vacuo. The obtained residue was purified using silica-gel column chromatography (hexane/ethyl acetate) and the title compound (... Reactants: C(C1=CC=CC=C1)(=O)C=1N2CCC(C2=CC1)(C(=O)OCC)C(=O)OCC (diethyl 5-benzoyl-2,3-dihydro-1H-pyrrolizine-1,1-dicarboxylate). Run in C(C)OCC (diethyl ether), [OH-].[Na+] (sodium hydroxide). Reaction conditions: temperature 70 celsius, time 24 hour. Product: C(C1=CC=CC=C1)(=O)C=1N2CCC(C2=CC1)C(=O)O (5-benzoyl-2,3-dihydro-1H-pyrrolizine-1-carboxylic acid). Isolated yield 2.3%. RXN SMILES: [C:1]([C:9]1[N:10]2[C:14](=[CH:15][CH:16]=1)[C:13](C(OCC)=O)([C:17]([O:19]CC)=[O:18])[CH2:12][CH2:11]2)(=[O:8])[C:2]1[CH:7]=[CH:6][CH:5]=[CH:4][CH:3]=1>C(OCC)C.[OH-].[Na+]>[C:1]([C:9]1[N:10]2[C:14](=[CH:15][CH:16]=1)[CH:13]([C:17]([OH:19])=[O:18])[CH2:12][CH2:11]2)(=[O:8])[C:2]1[CH:7]=[CH:6][CH:5]=[CH:4][CH:3]=1 |f:2.3|. Procedure: A mixture of diethyl 5-benzoyl-2,3-dihydro-1H-pyrrolizine-1,1-dicarboxylate (600 mg, I.69 mmol) in diethyl ether and 20% aqueous sodium hydroxide (10 mL) was refluxed with vigorous stirring for 24 hours. The aqueous layer was washed with ether (20 mL), and acidified with concentrated hydrochloric acid. The aqueous layer was washed with ethyl acetate (3×20 mL). The ethyl acetate extracts were combined and warmed at 70° C. for 4 hours. The ethyl acetate solution was concentrated under reduced pres... The reactants are Cc1cc(Cc2cnc(N[N+](=O)[O-])[nH]c2=O)cnc1C, NCCCN(Cc1ccccc1)c1ccccn1, c1ccncc1. Yields the product Cc1cc(Cc2cnc(NCCCN(Cc3ccccc3)c3ccccn3)[nH]c2=O)cnc1C. Reaction SMILES: [N+:19]([NH:20][c:23]1[n:24][cH:25][c:26]([CH2:30][c:31]2[cH:32][n:33][c:34]([CH3:38])[c:35]([CH3:37])[cH:36]2)[c:27](=[O:29])[nH:28]1)([O-:21])=[O:22].[NH2:1][CH2:2][CH2:3][CH2:4][N:5]([CH2:6][c:7]1[cH:8][cH:9][cH:10][cH:11][cH:12]1)[c:13]1[n:14][cH:15][cH:16][cH:17][cH:18]1.[cH:39]1[cH:40][cH:41][n:42][cH:43][cH:44]1>>[NH:1]([CH2:2][CH2:3][CH2:4][N:5]([CH2:6][c:7]1[cH:8][cH:9][cH:10][cH:11][cH:12]1)[c:13]1[n:14][cH:15][cH:16][cH:17][cH:18]1)[c:23]1[n:24][cH:25][c:26]([CH2:30][c:31]2[cH:32][n:33][c:34]([CH3:38])[c:35]([CH3:37])[cH:36]2)[c:27](=[O:29])[nH:28]1. Starting materials: CCC(C(=O)O)c1cccc(Oc2ccccc2C)c1OC, CC(=O)OC(C)=O, I, CCC(C(=O)O)c1cccc(Oc2ccccc2C)c1O. Product: CCC1C(=O)Oc2c(Oc3ccccc3C)cccc21. As a reaction SMILES: [CH3:2][O:3][c:4]1[c:5]([CH:18]([C:19](=[O:20])[OH:21])[CH2:22][CH3:23])[cH:6][cH:7][cH:8][c:9]1[O:10][c:11]1[c:12]([CH3:17])[cH:13][cH:14][cH:15][cH:16]1.[CH3:45][C:46]([O:47][C:48](=[O:49])[CH3:50])=[O:51].[IH:1].[OH:24][c:25]1[c:26]([O:27][c:28]2[cH:29][cH:30][cH:31][cH:32][c:33]2[CH3:34])[cH:35][cH:36][cH:37][c:38]1[CH:39]([CH2:40][CH3:41])[C:42]([OH:43])=[O:44]>>[c:4]12[c:5]([cH:6][cH:7][cH:8][c:9]1[O:10][c:11]1[c:12]([CH3:17])[cH:13][cH:14][cH:15][cH:16]1)[CH:18]([CH2:22][CH3:23])[C:19](=[O:21])[O:20]2. Starting materials: C(C)C1=CC(=NC=C1)N (4-ethylpyridin-2-amine), OS(=O)(=O)O.[N+](=O)(O)[O-] (H2SO4 HNO3), ice. The reagents and catalysts are [Zn] (zinc). Solvent: [OH-].[Na+] (NaOH), OS(=O)(=O)O (H2SO4). Run at temperature 0 celsius. Yields the product C(C)C1=CC(=NC=C1)NN (4-ethyl-2-hydrazinopyridine). Yield: 77.0%. RXN SMILES: [CH2:1]([C:3]1[CH:8]=[CH:7][N:6]=[C:5]([NH2:9])[CH:4]=1)[CH3:2].OS(O)(=O)=O.[N+:15]([O-])(O)=O>OS(O)(=O)=O.[OH-].[Na+].[Zn]>[CH2:1]([C:3]1[CH:8]=[CH:7][N:6]=[C:5]([NH:9][NH2:15])[CH:4]=1)[CH3:2] |f:1.2,4.5|. Procedure: To a solution of 5 g (40.9 mmol) of 4-ethylpyridin-2-amine in 10 mL of concentrated H2SO4 at 0° C. are added 8 mL of an H2SO4/HNO3 mixture (1/1) at a temperature of between 0 and 10° C., and stirring is maintained for 1 hour at 0° C. The reaction medium is then poured onto 100 g of ice and the white precipitate obtained is filtered off and washed successively with 10 mL of water, 10 mL of Et2O and 10 mL of pentane. The solid obtained is taken up in 100 mL of 100N NaOH at 0° C., 7.76 g (187 mmol)... Reactants: COC(=O)C=1C=NN(C1)C1=CC=C(C=C1)C=O (1-(4-formylphenyl)-1H-pyrazol-4-carboxylic acid methyl ester), ClC1=CC(=CC=C1)C(=O)OO (3-chloroperbenzoic acid), ClC1=CC(=CC=C1)C(=O)OO (3-chloroperbenzoic acid). Run in ClCCl (dichloromethane). Conditions: time 14 hour. Product: COC(=O)C=1C=NN(C1)C1=CC=C(C=C1)O (1-(4-hydroxyphenyl)-1H-pyrazol-4-carboxylic acid methyl ester). RXN SMILES: [CH3:1][O:2][C:3]([C:5]1[CH:6]=[N:7][N:8]([C:10]2[CH:15]=[CH:14][C:13](C=O)=[CH:12][CH:11]=2)[CH:9]=1)=[O:4].ClC1C=CC=C(C(OO)=[O:26])C=1>ClCCl>[CH3:1][O:2][C:3]([C:5]1[CH:6]=[N:7][N:8]([C:10]2[CH:15]=[CH:14][C:13]([OH:26])=[CH:12][CH:11]=2)[CH:9]=1)=[O:4]. Reported procedure: A solution of 1-(4-formylphenyl)-1H-pyrazol-4-carboxylic acid methyl ester (5.0 g) in dichloromethane (100 ml) was treated with 3-chloroperbenzoic acid for 5 minutes at room temperature. The solution was heated at 50° C. for 4 hours, during which period additional 3-chloroperbenzoic acid (1.87 g) was added. After concentration, methanol (150 ml) and potassium carbonate (9.00 g) were added to the residue, and the mixture was stirred for 14 hours at ambient temperature. The reaction mixture was po... Reactants: [OH-].[Li+] (lithium hydroxide), O=C1C2(C=3C(=NC=CC3)N1)CC1=CC=C(C=C1C2)NC2=CC(=NC=N2)C(=O)OCC (ethyl 6-(2′-oxo-1,1′,2′,3-tetrahydrospiro[indene-2,3′-pyrrolo[2,3-b]pyridin]-5-ylamino)pyrimidine-4-carboxylate), Cl (HCl). Solvent: C(C)O (ethanol). Run at time 8 hour. Product: Cl.O=C1C2(C=3C(=NC=CC3)N1)CC1=CC=C(C=C1C2)NC2=CC(=NC=N2)C(=O)O (6-(2′-oxo-1,1′,2′,3-tetrahydrospiro[indene-2,3′-pyrrolo[2,3-b]pyridin]-5-yl-amino)pyrimidine-4-carboxylic acid-hydrochloride). As a reaction SMILES: [OH-].[Li+].[O:3]=[C:4]1[NH:12][C:7]2=[N:8][CH:9]=[CH:10][CH:11]=[C:6]2[C:5]21[CH2:20][C:19]1[C:14](=[CH:15][CH:16]=[C:17]([NH:21][C:22]3[N:27]=[CH:26][N:25]=[C:24]([C:28]([O:30]CC)=[O:29])[CH:23]=3)[CH:18]=1)[CH2:13]2.[ClH:33]>C(O)C>[ClH:33].[O:3]=[C:4]1[NH:12][C:7]2=[N:8][CH:9]=[CH:10][CH:11]=[C:6]2[C:5]21[CH2:20][C:19]1[C:14](=[CH:15][CH:16]=[C:17]([NH:21][C:22]3[N:27]=[CH:26][N:25]=[C:24]([C:28]([OH:30])=[O:29])[CH:23]=3)[CH:18]=1)[CH2:13]2 |f:0.1,5.6|. Procedure details: 5.0 mL (5.0 mmol) of a 1M aqueous lithium hydroxide solution were added to 1.80 g (4.48 mmol) ethyl 6-(2′-oxo-1,1′,2′,3-tetrahydrospiro[indene-2,3′-pyrrolo[2,3-b]pyridin]-5-ylamino)pyrimidine-4-carboxylate in 5.0 mL ethanol and the mixture was stirred overnight at RT. The reaction mixture was acidified with 1.3 mL of a 4M aqueous HCl solution and the precipitate formed was suction filtered and dried.